From a dataset of the Open Reaction Database (ORD), a public repository of structured organic reaction records. describe an organic reaction: reactants, conditions, products, and yield The reactants are C(C)(C)(C)OC(=O)N1C[C@@H](CC1)COS(=O)(=O)C ((3R)-1-(tert-butoxycarbonyl)-3-[(methane-sulfonyloxy)methyl]pyrrolidine), C([O-])([O-])=O.[K+].[K+] (potassium carbonate), C(C1=CC=CC=C1)S (benzyl mercaptan). Solvent: CN(C)C=O (DMF). Conditions: time 8 hour. Yields the product 0.5186, C(C1=CC=CC=C1)SC[C@H]1CN(CC1)C(=O)OC(C)(C)C ((3R)-3-(Benzylthio)methyl-1-(tert-butoxycarbonyl)pyrrolidine). Yield: 93.0%. As a reaction SMILES: [C:1]([O:5][C:6]([N:8]1[CH2:12][CH2:11][C@@H:10]([CH2:13]OS(C)(=O)=O)[CH2:9]1)=[O:7])([CH3:4])([CH3:3])[CH3:2].C(=O)([O-])[O-].[K+].[K+].[CH2:25]([SH:32])[C:26]1[CH:31]=[CH:30][CH:29]=[CH:28][CH:27]=1>CN(C=O)C>[CH2:25]([S:32][CH2:13][C@@H:10]1[CH2:11][CH2:12][N:8]([C:6]([O:5][C:1]([CH3:2])([CH3:3])[CH3:4])=[O:7])[CH2:9]1)[C:26]1[CH:31]=[CH:30][CH:29]=[CH:28][CH:27]=1 |f:1.2.3|. Reported procedure: To a stirred mixture of (3R)-1-(tert-butoxycarbonyl)-3-[(methane-sulfonyloxy)methyl]pyrrolidine (0.5071 g, 1.82 mmol) and anhydrous potassium carbonate (0.3764 g, 2.72 mmol) in DMF (13 ml), under argon, was added benzyl mercaptan (0.428 ml, 3.65 mmol) and the mixture was stirred overnight at room temperature, then at 60° C. for 4 h. The mixture was then partitioned between water (50 ml) and diethyl ether (30 ml). The aqueous layer was separated and reextracted with more diethyl ether (2×30 ml). ... Product: COC=1C=C(C=CC1OC)\C=C(/C#N)\C=1C=NC=CC1 ((Z)-3-(3,4-dimethoxy-phenyl)-2-pyridin-3-yl-acrylonitrile). RXN SMILES: [N:1]1[CH:6]=[CH:5][CH:4]=[C:3]([CH2:7][C:8]#[N:9])[CH:2]=1.[CH3:10][O:11][C:12]1[CH:13]=[C:14]([CH:17]=[CH:18][C:19]=1[O:20][CH3:21])[CH:15]=O>>[CH3:10][O:11][C:12]1[CH:13]=[C:14](/[CH:15]=[C:7](/[C:3]2[CH:2]=[N:1][CH:6]=[CH:5][CH:4]=2)\[C:8]#[N:9])[CH:17]=[CH:18][C:19]=1[O:20][CH3:21]. The reactants are N1=CC(=CC=C1)CC#N (3-Pyridineacetonitrile), COC=1C=C(C=O)C=CC1OC (3,4-dimethoxybenzaldehyde). The yield is 73.7%. Procedure: 3-Pyridineacetonitrile (1.18 g) was condensed with 3,4-dimethoxybenzaldehyde (1.66 g) through Method B (production step 2), to thereby yield the target product (yield: 1.96 g, 74%). Reactants: C(C)(C)(C)C1=CC=C(C=C1)S(=O)(=O)NC1=C(C(=NC(=N1)N1CCOCC1)OCCC(=O)O)OC1=C(C=CC=C1)OC (3-[6-(4-t-butylphenylsulfonylamino)-5-(2-methoxyphenoxy)-2-morpholino-4-pyrimidinyloxy]propionic acid), CC1=C(N)C(=CC=C1)C (2,6-dimethylaniline). Yields the product CC1=C(C(=CC=C1)C)NC(CCOC1=NC(=NC(=C1OC1=C(C=CC=C1)OC)NS(=O)(=O)C1=CC=C(C=C1)C(C)(C)C)N1CCOCC1)=O (N-(2,6-dimethylphenyl)-3-[6-(4-t-butylphenylsulfonylamino)-5-(2-methoxyphenoxy)-2-morpholino-4-pyrimidinyloxy]propionamide). As a reaction SMILES: [C:1]([C:5]1[CH:10]=[CH:9][C:8]([S:11]([NH:14][C:15]2[N:20]=[C:19]([N:21]3[CH2:26][CH2:25][O:24][CH2:23][CH2:22]3)[N:18]=[C:17]([O:27][CH2:28][CH2:29][C:30]([OH:32])=O)[C:16]=2[O:33][C:34]2[CH:39]=[CH:38][CH:37]=[CH:36][C:35]=2[O:40][CH3:41])(=[O:13])=[O:12])=[CH:7][CH:6]=1)([CH3:4])([CH3:3])[CH3:2].[CH3:42][C:43]1[CH:49]=[CH:48][CH:47]=[C:46]([CH3:50])[C:44]=1[NH2:45]>>[CH3:42][C:43]1[CH:49]=[CH:48][CH:47]=[C:46]([CH3:50])[C:44]=1[NH:45][C:30](=[O:32])[CH2:29][CH2:28][O:27][C:17]1[C:16]([O:33][C:34]2[CH:39]=[CH:38][CH:37]=[CH:36][C:35]=2[O:40][CH3:41])=[C:15]([NH:14][S:11]([C:8]2[CH:7]=[CH:6][C:5]([C:1]([CH3:4])([CH3:3])[CH3:2])=[CH:10][CH:9]=2)(=[O:13])=[O:12])[N:20]=[C:19]([N:21]2[CH2:22][CH2:23][O:24][CH2:25][CH2:26]2)[N:18]=1. Procedure details: The procedure described in Example 3 was repeated by use of 3-[6-(4-t-butylphenylsulfonylamino)-5-(2-methoxyphenoxy)-2-morpholino-4-pyrimidinyloxy]propionic acid and 2,6-dimethylaniline, to thereby obtain the title compound as a colorless oil. The product is ClC=1C=CC2=C(CCC=3C(=NC=CC3)C2=C2CCN(CC2)C(C)O)C1 (4-{8-chloro-5,6-dihydro-11H-benzo[5,6]cyclohepta[1,2-b]pyridin-11-ylidene}-piperidin-1-yl-ethanol). Procedure details: An aqueous solution of potassium carbonate (299 mg, 2.16 mmol, 5 ml water) was added to a solution of ethyl-(4-{8-chloro-5,6-dihydro-11H-benzo[5,6]cyclohepta-[ 1,2- b]pyridin-11-ylidene)piperidin-1-yl)acetate (214 mg, 0.54 mmol) in methanol (20 ml). The reaction was stirred at room temperature for 24 hours followed by 3 hours at 800° C. Methanol was removed under reduced pressure and the residue partitioned between DCM and brine. The crude product was purified by chromatography on silica gel usi... Reaction SMILES: [C:1](=[O:4])([O-])[O-].[K+].[K+].C(OC(=O)C[N:12]1[CH2:17][CH2:16][C:15](=[C:18]2[C:24]3=[N:25][CH:26]=[CH:27][CH:28]=[C:23]3[CH2:22][CH2:21][C:20]3[CH:29]=[C:30]([Cl:33])[CH:31]=[CH:32][C:19]2=3)[CH2:14][CH2:13]1)C.[CH3:35]O>>[Cl:33][C:30]1[CH:31]=[CH:32][C:19]2[C:18](=[C:15]3[CH2:14][CH2:13][N:12]([CH:1]([OH:4])[CH3:35])[CH2:17][CH2:16]3)[C:24]3=[N:25][CH:26]=[CH:27][CH:28]=[C:23]3[CH2:22][CH2:21][C:20]=2[CH:29]=1 |f:0.1.2|. Starting materials: C([O-])([O-])=O.[K+].[K+] (potassium carbonate), C(C)OC(CN1CCC(CC1)=C1C2=C(CCC=3C1=NC=CC3)C=C(C=C2)Cl)=O (ethyl-(4-{8-chloro-5,6-dihydro-11H-benzo[5,6]cyclohepta-[ 1,2- b]pyridin-11-ylidene)piperidin-1-yl)acetate), CO (methanol). Isolated yield 71.0%. Reaction conditions: time 24 hour. Starting materials: C1(=CC=CC=C1)C1=CC=C(C=C1)O (p-Phenylphenol), [H][H] (hydrogen). The reagents and catalysts are [Ni] (Raney nickel). Run in C(C)O (ethanol). Product: C1(=CC=CC=C1)[C@@H]1CC[C@H](CC1)O (trans-4-phenylcyclohexanol). Isolated yield 19.3%. RXN SMILES: [C:1]1([C:7]2[CH:12]=[CH:11][C:10]([OH:13])=[CH:9][CH:8]=2)[CH:6]=[CH:5][CH:4]=[CH:3][CH:2]=1.[H][H]>C(O)C.[Ni]>[C:1]1([C@H:7]2[CH2:8][CH2:9][C@H:10]([OH:13])[CH2:11][CH2:12]2)[CH:6]=[CH:5][CH:4]=[CH:3][CH:2]=1. Reported procedure: p-Phenylphenol (VI) (1 kg, 5.88 mols) dissolved in ethanol (2 l) was fed into a 5 l autoclave, and hydrogenation reaction was carried out at a reaction temperature of 150° to 160° C. under a hydrogen pressure of 30 to 40 kg/cm2 using a developed Raney nickel (100 g) as catalyst. When 17.6 mols of hydrogen were absorbed, the reaction was stopped. After cooling, the catalyst was filtered off, and the filtrate was concentrated to remove ethanol. The resulting residue was dissolved in toluene. The t...